Dataset: the Open Reaction Database (ORD), a public repository of structured organic reaction records. Task: describe an organic reaction: reactants, conditions, products, and yield The reactants are C(C(=O)Cl)(=O)Cl (oxalyl chloride), O1CCCC1 (tetrahydrofuran), BrC=1C=C(C=CC1C)C1=NN(C=C1)C1=CC(=CC=C1)C(F)(F)F (3-(3-bromo-4-methylphenyl)-1-[3-(trifluoromethyl)phenyl]-1H-pyrazole), BrC=1C=C(C=CC1C)C1=NN(C=C1)C1=CC(=CC=C1)C(F)(F)F (3-(3-bromo-4-methylphenyl)-1-[3-(trifluoromethyl)phenyl]-1H-pyrazole), O1CCCC1 (tetrahydrofuran), BrC=1C=C(C=CC1C)C1=NN(C=C1)C1=CC(=CC=C1)C(F)(F)F (3-(3-bromo-4-methylphenyl)-1-[3-(trifluoromethyl)phenyl]-1H-pyrazole), II (iodine), [Mg] (magnesium), O1CCCC1 (tetrahydrofuran), BrC=1C=C(C=CC1C)C1=NN(C=C1)C1=CC(=CC=C1)C(F)(F)F (3-(3-bromo-4-methylphenyl)-1-[3-(trifluoromethyl)-phenyl]-1H-pyrazole). Reagents/catalysts: BrCCBr (1,2-dibromoethane). Run in CO (methanol), [Cl-].[NH4+] (ammonium chloride), O (water). Run at time 45 minute. Yields the product CC1=C(C=C(C=C1)C1=NN(C=C1)C1=CC(=CC=C1)C(F)(F)F)C(C(=O)OC)=O (methyl 2-methyl-α-oxo-5-[1-[3-(trifluoromethyl)phenyl]-1H-pyrazol-3-yl]benzeneacetate). RXN SMILES: [Mg].Br[C:3]1[CH:4]=[C:5]([C:10]2[CH:14]=[CH:13][N:12]([C:15]3[CH:20]=[CH:19][CH:18]=[C:17]([C:21]([F:24])([F:23])[F:22])[CH:16]=3)[N:11]=2)[CH:6]=[CH:7][C:8]=1[CH3:9].II.[C:27](Cl)(=[O:31])[C:28](Cl)=[O:29].[O:33]1CCC[CH2:34]1>BrCCBr.[Cl-].[NH4+].O.CO>[CH3:9][C:8]1[CH:7]=[CH:6][C:5]([C:10]2[CH:14]=[CH:13][N:12]([C:15]3[CH:20]=[CH:19][CH:18]=[C:17]([C:21]([F:24])([F:23])[F:22])[CH:16]=3)[N:11]=2)=[CH:4][C:3]=1[C:27](=[O:31])[C:28]([O:33][CH3:34])=[O:29] |f:6.7|. Procedure: To a mixture of magnesium turnings (0.17 g, 6.98 mmol) and 1,2-dibromoethane (2 drops) in tetrahydrofuran (0.5 mL) under a nitrogen atmosphere was added dropwise a solution of 3-(3-bromo-4-methylphenyl)-1-[3-(trifluoromethyl)phenyl]-1H-pyrazole (i.e. the product of Step C) (2.0 g, 5.25 mmol) in tetrahydrofuran (3.5 mL). After about 2% of the total volume of the 3-(3-bromo-4-methylphenyl)-1-[3-(trifluoromethyl)phenyl]-1H-pyrazole solution had been added, the addition was stopped and iodine (catal... Reactants: C(CCC)N1C(C=C(C2=CC=CC=C12)C(=O)OCCCC)=O (1-(n-butyl)-4-(n-butyloxycarbonyl)-2-oxo-1,2-dihydro-quinoline), [OH-].[Na+] (sodium hydroxide), O (water). The solvent is O1CCOCC1 (dioxane). Run at time 30 minute. Product: C(CCC)N1C(C=C(C2=CC=CC=C12)C(=O)O)=O (1-(n-Butyl)-2-oxo-1,2-dihydro-4-quinolinecarboxylic acid). Isolated yield 86.7%. Reaction SMILES: [CH2:1]([N:5]1[C:14]2[C:9](=[CH:10][CH:11]=[CH:12][CH:13]=2)[C:8]([C:15]([O:17]CCCC)=[O:16])=[CH:7][C:6]1=[O:22])[CH2:2][CH2:3][CH3:4].[OH-].[Na+].O>O1CCOCC1>[CH2:1]([N:5]1[C:14]2[C:9](=[CH:10][CH:11]=[CH:12][CH:13]=2)[C:8]([C:15]([OH:17])=[O:16])=[CH:7][C:6]1=[O:22])[CH2:2][CH2:3][CH3:4] |f:1.2|. Procedure: A mixture of 2.04 g (6.77 mmols) of Compound b, 0.54 g of sodium hydroxide, 40 ml of water and 40 mt of dioxane was stirred at room temperature for 30 minutes. After concentration under reduced pressure, the residue was purified by silica gel column chromatography (eluting solvent: chloroform/methanol=5/1) to give 1.44 g (yield: 87%) of Compound a. Reactants: CCOC(C)=O, COc1ccc2c(c1)c1c3c(c(-c4ccccc4)cc1n2C)C(=O)NC3=O, CCCCCC, ClCCl, ClCCl. The product is Cn1c2ccc(O)cc2c2c3c(c(-c4ccccc4)cc21)C(=O)NC3=O. As a reaction SMILES: [C:31]([O:32][CH2:33][CH3:34])(=[O:35])[CH3:36].[CH3:1][O:2][c:3]1[cH:4][c:5]2[c:6]3[c:7]4[c:8]([c:9](-[c:17]5[cH:18][cH:19][cH:20][cH:21][cH:22]5)[cH:10][c:11]3[n:12]([CH3:16])[c:13]2[cH:14][cH:15]1)[C:23](=[O:27])[NH:24][C:25]4=[O:26].[CH3:37][CH2:38][CH2:39][CH2:40][CH2:41][CH3:42].[Cl:28][CH2:29][Cl:30].[Cl:43][CH2:44][Cl:45]>>[OH:2][c:3]1[cH:4][c:5]2[c:6]3[c:7]4[c:8]([c:9](-[c:17]5[cH:18][cH:19][cH:20][cH:21][cH:22]5)[cH:10][c:11]3[n:12]([CH3:16])[c:13]2[cH:14][cH:15]1)[C:23](=[O:27])[NH:24][C:25]4=[O:26]. Reactants: IC=1C=C2C(C(NC2=CC1)=O)=O (5-iodo-1H-indole-2,3-dione), ClC1=CC=C(C(=O)NCC2=CC=C(C=C2)C(=O)NN)C=C1 (4-chloro-N-[4-(hydrazinocarbonyl)benzyl]benzamide). The solvent is C(C)(=O)O (acetic acid). Reaction conditions: temperature 100 celsius. The product is ClC1=CC=C(C(=O)NCC2=CC=C(C=C2)C(=O)NN=C2C(NC3=CC=C(C=C23)I)=O)C=C1 (4-Chloro-N-(4-{[2-(5-iodo-2-oxo-1,2-dihydro-3H-indol-3-ylidene)hydrazino]carbonyl}benzyl)benzamide). Isolated yield 92.0%. Reaction SMILES: [I:1][C:2]1[CH:3]=[C:4]2[C:8](=[CH:9][CH:10]=1)[NH:7][C:6](=[O:11])[C:5]2=O.[Cl:13][C:14]1[CH:33]=[CH:32][C:17]([C:18]([NH:20][CH2:21][C:22]2[CH:27]=[CH:26][C:25]([C:28]([NH:30][NH2:31])=[O:29])=[CH:24][CH:23]=2)=[O:19])=[CH:16][CH:15]=1>C(O)(=O)C>[Cl:13][C:14]1[CH:15]=[CH:16][C:17]([C:18]([NH:20][CH2:21][C:22]2[CH:27]=[CH:26][C:25]([C:28]([NH:30][N:31]=[C:5]3[C:4]4[C:8](=[CH:9][CH:10]=[C:2]([I:1])[CH:3]=4)[NH:7][C:6]3=[O:11])=[O:29])=[CH:24][CH:23]=2)=[O:19])=[CH:32][CH:33]=1. Procedure: Into a suspension of 5-iodo-1H-indole-2,3-dione in acetic acid was added 4-chloro-N-[4-(hydrazinocarbonyl)benzyl]benzamide. After stirring at 100° C. the reaction mixture was cooled to rt and a yellow solid precipitated out. Filtration on a fritté, washing with AcOH, water and drying under vacuo at 60° C. overnight gave 126 mg of the title compound (92%) as a yellow solid in 89.18% purity by HPLC (Rt: 4.48, gradient of 8 min, MaxPlot detection between 230 and 400 nm). Starting materials: C=O, COc1c(O)cc(O)c2c(=O)cc(-c3ccccc3)oc12, CO, OCCN1CCNCC1. Product: COc1c(O)c(CN2CCN(CCO)CC2)c(O)c2c(=O)cc(-c3ccccc3)oc12. Reaction SMILES: [CH2:22]=[O:23].[CH3:1][O:2][c:3]1[c:4]([OH:5])[cH:6][c:7]([OH:8])[c:9]2[c:10]1[o:11][c:12](-[c:16]1[cH:17][cH:18][cH:19][cH:20][cH:21]1)[cH:13][c:14]2=[O:15].[CH3:33][OH:34].[OH:24][CH2:25][CH2:26][N:27]1[CH2:28][CH2:29][NH:30][CH2:31][CH2:32]1>>[CH3:1][O:2][c:3]1[c:4]([OH:5])[c:6]([CH2:22][N:30]2[CH2:29][CH2:28][N:27]([CH2:26][CH2:25][OH:24])[CH2:32][CH2:31]2)[c:7]([OH:8])[c:9]2[c:10]1[o:11][c:12](-[c:16]1[cH:17][cH:18][cH:19][cH:20][cH:21]1)[cH:13][c:14]2=[O:15]. Starting materials: C(C)OC(C(CC=C)(C1=CC=C(C=C1)Br)CC=C)=O (2-allyl-2-(4-bromo-phenyl)-pent-4-enoic acid ethyl ester), [H-].C(C(C)C)[Al+]CC(C)C (diisobutylaluminum hydride). Run in C(Cl)Cl (CH2Cl2). Run at time 45 minute. Product: C(C=C)C(CO)(CC=C)C1=CC=C(C=C1)Br (2-Allyl-2-(4-bromo-phenyl)-pent-4-en-1-ol). Reaction SMILES: C([O:3][C:4](=O)[C:5]([CH2:16][CH:17]=[CH2:18])([C:9]1[CH:14]=[CH:13][C:12]([Br:15])=[CH:11][CH:10]=1)[CH2:6][CH:7]=[CH2:8])C.[H-].C([Al+]CC(C)C)C(C)C>C(Cl)Cl>[CH2:6]([C:5]([C:9]1[CH:10]=[CH:11][C:12]([Br:15])=[CH:13][CH:14]=1)([CH2:16][CH:17]=[CH2:18])[CH2:4][OH:3])[CH:7]=[CH2:8] |f:1.2|. Procedure details: A solution of crude 2-allyl-2-(4-bromo-phenyl)-pent-4-enoic acid ethyl ester (2.64 g) in CH2Cl2 (40 mL) at 0° C. is treated with diisobutylaluminum hydride (1.0 M toluene, 17.5 mL) dropwise for 8 min, warmed to room temperature, and stirred for 45 min. The reaction mixture is cooled to 0° C., quenched with 1M tartaric acid (25 mL), and stirred overnight. The organic layer is separated and the aqueous layer is extracted with CH2Cl2 (3×25 mL). The combined organic extracts are dried over MgSO4, fi... Reactants: C(Cl)Cl (CH2Cl2), O (water), C(=O)(O)[O-].[Na+] (NaHCO3), COC1=CC=C(C=N1)CC1=CC=C(C=C1)NC(=O)NC1=CC=C(C=C1)C (N-(4-(6-methoxy-pyridin-3-ylmethyl)-phenyl)-N′-(4-methyl-phenyl)-urea). The solvent is C(Cl)(Cl)Cl (chloroform). Run at temperature 60 celsius, time 16 hour. The product is O=C1C=CC(=CN1)CC1=CC=C(C=C1)NC(=O)NC1=CC=C(C=C1)C (N-(4-(6-Oxo-1,6-dihydro-pyridin-3-ylmethyl)-phenyl)-N′-(4-methyl-phenyl)-urea). Reaction SMILES: C[O:2][C:3]1[N:8]=[CH:7][C:6]([CH2:9][C:10]2[CH:15]=[CH:14][C:13]([NH:16][C:17]([NH:19][C:20]3[CH:25]=[CH:24][C:23]([CH3:26])=[CH:22][CH:21]=3)=[O:18])=[CH:12][CH:11]=2)=[CH:5][CH:4]=1.C(Cl)Cl.O.C([O-])(O)=O.[Na+]>C(Cl)(Cl)Cl>[O:2]=[C:3]1[NH:8][CH:7]=[C:6]([CH2:9][C:10]2[CH:11]=[CH:12][C:13]([NH:16][C:17]([NH:19][C:20]3[CH:25]=[CH:24][C:23]([CH3:26])=[CH:22][CH:21]=3)=[O:18])=[CH:14][CH:15]=2)[CH:5]=[CH:4]1 |f:3.4|. Procedure: A suspension of N-(4-(6-methoxy-pyridin-3-ylmethyl)-phenyl)-N′-(4-methyl-phenyl)-urea (Example 95; 0.28 g, 0.81 mmol) and trimethylsilyl-jodide (0.6 ml) in chloroform (10 ml) is stirred for 16 h at 60° C. Then CH2Cl2 (4 ml), water (10 ml) and saturated NaHCO3 solution (5 ml) is added and the suspension stirred vigorously. Filtration, washing with CH2Cl2 and water followed by column chromatography (SiO2; AcOEt/MeOH 9:1→4:1 MeOH) yields the title compound: 1H-NMR (DMSO-d6): 11.4 (s, HN), 8.52 (s, ...